Dataset: the Open Reaction Database (ORD), a public repository of structured organic reaction records. Task: describe an organic reaction: reactants, conditions, products, and yield Reactants: OC1=C(C=C(C(=O)C2=CC=CC=C2)C=C1)[N+](=O)[O-] (4-hydroxy-3-nitrobenzophenone), C([O-])([O-])=O.[K+].[K+] (potassium carbonate), BrCCCBr (1,3-dibromopropane). Run in CC(=O)CC (methylethylketone). The product is BrCCCOC1=C(C=C(C(=O)C2=CC=CC=C2)C=C1)[N+](=O)[O-] (4-(3-bromopropyloxy)-3-nitrobenzophenone). Reaction SMILES: [OH:1][C:2]1[CH:15]=[CH:14][C:5]([C:6]([C:8]2[CH:13]=[CH:12][CH:11]=[CH:10][CH:9]=2)=[O:7])=[CH:4][C:3]=1[N+:16]([O-:18])=[O:17].C(=O)([O-])[O-].[K+].[K+].[Br:25][CH2:26][CH2:27][CH2:28]Br>CC(CC)=O>[Br:25][CH2:26][CH2:27][CH2:28][O:1][C:2]1[CH:15]=[CH:14][C:5]([C:6]([C:8]2[CH:13]=[CH:12][CH:11]=[CH:10][CH:9]=2)=[O:7])=[CH:4][C:3]=1[N+:16]([O-:18])=[O:17] |f:1.2.3|. Reported procedure: 4-hydroxy-3-nitrobenzophenone (2.5 g) and 7.1 g of potassium carbonate were suspended in 15 ml methylethylketone. The suspension was stirred under heating with reflux for 30 minutes, added with 1,3-dibromopropane and then heated with reflux for 6 hours. The reaction mixture was cooled down to room temperature, and insoluble substances were removed by filtration. The filtrate was then concentrated, and the resultant precipitate was subjected to silica gel column chromatograph (hexane/ethyl acetat...